From a dataset of the Open Reaction Database (ORD), a public repository of structured organic reaction records. describe an organic reaction: reactants, conditions, products, and yield Reactants: C1=CC=CC=C1 (benzene), N1=CC=CC=C1 (pyridine). Product: CC=1C=NC=CC1 (3-methylpyridine), N1=CC=CC=C1 (pyridine). Yield: 98.4%. Reaction SMILES: [CH:1]1C=CC=CC=1.[N:7]1[CH:12]=[CH:11][CH:10]=[CH:9][CH:8]=1>>[CH3:1][C:9]1[CH:8]=[N:7][CH:12]=[CH:11][CH:10]=1.[N:7]1[CH:12]=[CH:11][CH:10]=[CH:9][CH:8]=1. Reported procedure: The condensate 13 led to the working up after addition of 1800 ml of benzene per hour separated into 2 phases. The aqueous phase was extracted with 1800 ml of benzene hourly. In the distillation of the benzene phases there resulted per hour 851 grams of pyridine and 862 grams of 3-methylpyridine corresponding to a yield of 98.4% of pyridine and 99.5% yield of 3-methylpyridine based on the content of reaction gases supplied. Starting materials: C[O-], CO, C[Si](C)(C)C#Cc1c[nH]c(=O)[nH]c1=O, Cl, [Na+]. As a reaction SMILES: [CH3:15][O-:16].[CH3:19][OH:20].[CH3:1][Si:2]([CH3:3])([CH3:4])[C:5]#[C:6][c:7]1[c:8](=[O:14])[nH:9][c:10](=[O:13])[nH:11][cH:12]1.[ClH:18].[Na+:17]>>[C:5](#[C:6][c:7]1[c:8](=[O:14])[nH:9][c:10](=[O:13])[nH:11][cH:12]1)[CH3:15]. Yields the product CC#Cc1c[nH]c(=O)[nH]c1=O. The reactants are C(=O)(O)C1=NC=2N(C(=C1)S)N=C(N2)CO (5-carboxy2-hydroxymethyl-7-mercapto-s-triazolo[1,5-a]pyrimidine), N (ammonia), CC(=O)OCC1=C(N2[C@@H]([C@@H](C2=O)N)SC1)C(=O)O (7-aminocephalosporanic acid), O (water). Run in C(C)#N (acetonitrile). Conditions: time 5 hour. Yields the product NC1[C@@H]2N(C(=C(CS2)CSC2=CC(=NC=3N2N=C(N3)CO)C(=O)O)C(=O)O)C1=O (7-amino-3-[(5-carboxy-2-hydroxymethyl-s-triazolo[1,5-a]pyrimidin-7-yl)thiomethyl]-3-cephem-4-carboxylic acid). Yield: 65.8%. As a reaction SMILES: [C:1]([C:4]1[CH:9]=[C:8]([SH:10])[N:7]2[N:11]=[C:12]([CH2:14][OH:15])[N:13]=[C:6]2[N:5]=1)([OH:3])=[O:2].CC(O[CH2:20][C:21]1[CH2:30][S:29][C@@H:24]2[C@H:25]([NH2:28])[C:26](=[O:27])[N:23]2[C:22]=1[C:31]([OH:33])=[O:32])=O.O.N>C(#N)C>[NH2:28][CH:25]1[C:26](=[O:27])[N:23]2[C:22]([C:31]([OH:33])=[O:32])=[C:21]([CH2:20][S:10][C:8]3[N:7]4[N:11]=[C:12]([CH2:14][OH:15])[N:13]=[C:6]4[N:5]=[C:4]([C:1]([OH:3])=[O:2])[CH:9]=3)[CH2:30][S:29][C@H:24]12. Procedure details: In 130 ml of acetonitrile were suspended 8 g of 5-carboxy2-hydroxymethyl-7-mercapto-s-triazolo[1,5-a]pyrimidine and 9.53 g of 7-aminocephalosporanic acid and 17 ml of boron trifluoride - ethyl ether complex was added thereto, and the mixture was stirred at room temperature for 5 hours. To the reaction mixture was added 300 ml of water and the mixture was adjusted to pH 2 with conc. aqueous ammonia. Precipitated crystals were collected by filtration, washed with water and with acetone, and dried ... Starting materials: COc1cccc(Cl)c1C, O=S(=O)(O)O. Product: Cc1c(O)cccc1Cl. As a reaction SMILES: [Cl:1][c:2]1[c:3]([CH3:10])[c:4]([O:8][CH3:9])[cH:5][cH:6][cH:7]1.[S:11](=[O:12])(=[O:13])([OH:14])[OH:15]>>[Cl:1][c:2]1[c:3]([CH3:10])[c:4]([OH:8])[cH:5][cH:6][cH:7]1. The reactants are BrB(Br)Br, COc1cccc2c(Br)cc(C)nc12, CC(C)[SiH](C(C)C)C(C)C, ClCCl. The product is Cc1cc(Br)c2cccc(O)c2n1. RXN SMILES: [B:1]([Br:2])([Br:3])[Br:4].[Br:5][c:6]1[cH:7][c:8]([CH3:18])[n:9][c:10]2[c:11]([O:16][CH3:17])[cH:12][cH:13][cH:14][c:15]12.[CH:19]([SiH:20]([CH:21]([CH3:22])[CH3:23])[CH:24]([CH3:25])[CH3:26])([CH3:27])[CH3:28].[Cl:29][CH2:30][Cl:31]>>[Br:5][c:6]1[cH:7][c:8]([CH3:18])[n:9][c:10]2[c:11]([OH:16])[cH:12][cH:13][cH:14][c:15]12. Reactants: O=C([O-])[O-], ClP(Cl)(Cl)(Cl)Cl, [K+], [K+], [K+], [OH-], O, On1nnc2ccccc21, c1ccccc1, O=S(=O)(O)c1cccnc1. Yields the product O=S(=O)(On1nnc2ccccc21)c1cccnc1. RXN SMILES: [C:27](=[O:28])([O-:29])[O-:30].[Cl:11][P:12]([Cl:13])([Cl:14])([Cl:15])[Cl:16].[K+:31].[K+:32].[K+:34].[OH-:33].[OH2:35].[OH:17][n:18]1[n:19][n:20][c:21]2[c:22]1[cH:23][cH:24][cH:25][cH:26]2.[cH:36]1[cH:37][cH:38][cH:39][cH:40][cH:41]1.[n:1]1[cH:2][c:3]([S:7](=[O:8])(=[O:9])[OH:10])[cH:4][cH:5][cH:6]1>>[n:1]1[cH:2][c:3]([S:7](=[O:8])(=[O:9])[O:10][n:18]2[n:19][n:20][c:21]3[c:22]2[cH:23][cH:24][cH:25][cH:26]3)[cH:4][cH:5][cH:6]1. Reactants: COc1cc(N)c2c(c1)OC(C)C2, ClC(Cl)Cl, Cl, [Na+], [OH-], O=C(Cl)OCc1ccccc1. The product is COc1cc(NC(=O)OCc2ccccc2)c2c(c1)OC(C)C2. As a reaction SMILES: [CH3:13][O:14][c:15]1[cH:16][c:17]2[c:18]([c:23]([NH2:25])[cH:24]1)[CH2:19][CH:20]([CH3:22])[O:21]2.[CH:28]([Cl:29])([Cl:30])[Cl:31].[ClH:12].[Na+:27].[OH-:26].[c:1]1([CH2:7][O:8][C:9](=[O:10])[Cl:11])[cH:2][cH:3][cH:4][cH:5][cH:6]1>>[c:1]1([CH2:7][O:8][C:9](=[O:10])[NH:25][c:23]2[c:18]3[c:17]([cH:16][c:15]([O:14][CH3:13])[cH:24]2)[O:21][CH:20]([CH3:22])[CH2:19]3)[cH:2][cH:3][cH:4][cH:5][cH:6]1. Starting materials: C(N)(=O)C=1C=NN(C1C1=CC=C(C=C1)F)C(=O)OC(C)(C)C (tert-butyl 4-carbamoyl-5-(4-fluorophenyl)-1H-pyrazole-1-carboxylate), COC=1C=CC(=CC1)P2(=S)SP(=S)(S2)C=3C=CC(=CC3)OC (Lawesson's reagent). The solvent is C1CCOC1 (THF). The product is C(N)(=S)C=1C=NN(C1C1=CC=C(C=C1)F)C(=O)OC(C)(C)C (tert-butyl 4-carbamothioyl-5-(4-fluorophenyl)-1H-pyrazole-1-carboxylate). The yield is 69.4%. Reaction SMILES: [C:1]([C:4]1[CH:5]=[N:6][N:7]([C:16]([O:18][C:19]([CH3:22])([CH3:21])[CH3:20])=[O:17])[C:8]=1[C:9]1[CH:14]=[CH:13][C:12]([F:15])=[CH:11][CH:10]=1)(=O)[NH2:2].COC1C=CC(P2(SP(C3C=CC(OC)=CC=3)(=S)S2)=[S:32])=CC=1>C1COCC1>[C:1]([C:4]1[CH:5]=[N:6][N:7]([C:16]([O:18][C:19]([CH3:22])([CH3:21])[CH3:20])=[O:17])[C:8]=1[C:9]1[CH:14]=[CH:13][C:12]([F:15])=[CH:11][CH:10]=1)(=[S:32])[NH2:2]. Reported procedure: A solution of the mixture (711 mg, 2.33 mmol) obtained in step 5 and Lawesson's reagent (754 mg, 1.86 mmol) in THF (10 mL) was stirred at 60° C. for 1 hr. The reaction mixture was concentrated under reduced pressure, and the residue was treated with ethyl acetate and diethyl ether to give a mixture (415 mg, 55%) of tert-butyl 4-carbamothioyl-5-(4-fluorophenyl)-1H-pyrazole-1-carboxylate and tert-butyl 4-carbamothioyl-3-(4-fluorophenyl)-1H-pyrazole-1-carboxylate as a yellow powder. Starting materials: CO, Cl, COC(=O)C12CC3CC(C1)C(N1C(=O)C(C)(C)N1Cc1ccc(F)cc1)C(C3)C2, [Na], C1CCOC1, O. Product: CC1(C)C(=O)N(C2C3CC4CC2CC(C(=O)O)(C4)C3)N1Cc1ccc(F)cc1. RXN SMILES: [CH3:33][OH:34].[ClH:32].[F:1][c:2]1[cH:3][cH:4][c:5]([CH2:6][N:7]2[N:8]([CH:14]3[CH:15]4[CH2:16][C:17]5([C:24](=[O:25])[O:26][CH3:27])[CH2:18][CH:19]([CH2:20][CH:21]3[CH2:22]5)[CH2:23]4)[C:9](=[O:13])[C:10]2([CH3:11])[CH3:12])[cH:28][cH:29]1.[Na:31].[O:35]1[CH2:36][CH2:37][CH2:38][CH2:39]1.[OH2:30]>>[F:1][c:2]1[cH:3][cH:4][c:5]([CH2:6][N:7]2[N:8]([CH:14]3[CH:15]4[CH2:16][C:17]5([C:24](=[O:25])[OH:26])[CH2:18][CH:19]([CH2:20][CH:21]3[CH2:22]5)[CH2:23]4)[C:9](=[O:13])[C:10]2([CH3:11])[CH3:12])[cH:28][cH:29]1. Starting materials: CC(C)OC(=O)/N=N/C(=O)OC(C)C (DIAD), C(C)(C)(C)OC(=O)N1[C@@H](C[C@@H](C1)O)C(=O)OC (methyl (2S,4S)-1-tert-butoxycarbonyl-4-hydroxy-2-pyrrolidinylcarboxylate), C1=C(C=CC2=CC=CC=C12)O (2-naphthol), C1(=CC=CC=C1)P(C1=CC=CC=C1)C1=CC=CC=C1 (triphenylphosphine). Run in C1CCOC1 (THF). The product is C(C)(C)(C)OC(=O)N1[C@@H](C[C@@H](C1)OC1=CC2=CC=CC=C2C=C1)C(=O)OC (methyl (2S,4S)-1-tertbutoxycarbonyl-4-(2-naphthyloxy)-2-pyrrolidinylcarboxylate). Isolated yield 84.1%. RXN SMILES: CC(OC(/N=N/C(OC(C)C)=O)=O)C.[C:15]([O:19][C:20]([N:22]1[CH2:26][C@@H:25]([OH:27])[CH2:24][C@H:23]1[C:28]([O:30][CH3:31])=[O:29])=[O:21])([CH3:18])([CH3:17])[CH3:16].[CH:32]1[C:41]2[C:36](=[CH:37][CH:38]=[CH:39][CH:40]=2)[CH:35]=[CH:34][C:33]=1O.C1(P(C2C=CC=CC=2)C2C=CC=CC=2)C=CC=CC=1>C1COCC1>[C:15]([O:19][C:20]([N:22]1[CH2:26][C@@H:25]([O:27][C:34]2[CH:33]=[CH:32][C:41]3[C:36](=[CH:37][CH:38]=[CH:39][CH:40]=3)[CH:35]=2)[CH2:24][C@H:23]1[C:28]([O:30][CH3:31])=[O:29])=[O:21])([CH3:18])([CH3:17])[CH3:16]. Reported procedure: DIAD (3.72 ml, 18.9 mmol) was added to a solution of methyl (2S,4S)-1-tert-butoxycarbonyl-4-hydroxy-2-pyrrolidinylcarboxylate (4.22 g, 17.2 mmol), 2-naphthol (2.73 g, 18.9 mmol) and triphenylphosphine (4.96 g, 18.9 mmol) in THF (80 ml) under stirring at room temperature in a nitrogen gas stream. The mixture was stirred overnight at room temperature. The residue, which had been obtained by concentrating the reaction mixture under reduced pressure, was purified by chromatography on a silica gel co...